describe an organic reaction: reactants, conditions, products, and yield From a dataset of the Open Reaction Database (ORD), a public repository of structured organic reaction records. Starting materials: COc1ccc2nc(CC(C)C)c(C#N)c(-c3ccccc3)c2c1, CO, N, C1CCOC1. Product: COc1ccc2nc(CC(C)C)c(CN)c(-c3ccccc3)c2c1. RXN SMILES: [CH2:1]([CH:2]([CH3:3])[CH3:4])[c:5]1[n:6][c:7]2[cH:8][cH:9][c:10]([O:23][CH3:24])[cH:11][c:12]2[c:13](-[c:17]2[cH:18][cH:19][cH:20][cH:21][cH:22]2)[c:14]1[C:15]#[N:16].[CH3:31][OH:32].[NH3:25].[O:26]1[CH2:27][CH2:28][CH2:29][CH2:30]1>>[CH2:1]([CH:2]([CH3:3])[CH3:4])[c:5]1[n:6][c:7]2[cH:8][cH:9][c:10]([O:23][CH3:24])[cH:11][c:12]2[c:13](-[c:17]2[cH:18][cH:19][cH:20][cH:21][cH:22]2)[c:14]1[CH2:15][NH2:16]. The reactants are IC=1C=NC(NC1)=O (5-iodo-2(1H)-pyrimidinone), Cl[Si](C)(C)C (chlorotrimethylsilane). The solvent is C[Si](N[Si](C)(C)C)(C)C (hexamethyldisilazane). The product is IC=1C=NC(=NC1)O[Si](C)(C)C (5-iodo-2-trimethylsilyloxypyrimidine). Reaction SMILES: [I:1][C:2]1[CH:3]=[N:4][C:5](=[O:8])[NH:6][CH:7]=1.Cl[Si:10]([CH3:13])([CH3:12])[CH3:11]>C[Si](C)(C)N[Si](C)(C)C>[I:1][C:2]1[CH:3]=[N:4][C:5]([O:8][Si:10]([CH3:13])([CH3:12])[CH3:11])=[N:6][CH:7]=1. Procedure details: A suspension of 15.06 g (67.83 mmol) of 5-iodo-2(1H)-pyrimidinone was refluxed in 40 ml of hexamethyldisilazane and 2 ml of chlorotrimethylsilane for 1 hour. The excess reagent was removed in vacuo to yield a yellow oil 5-iodo-2-trimethylsilyloxypyrimidine, which was dissolved with 30 ml of dry degassed triethylamine. To this solution was added 11.5 ml (81.37 mmol) of trimethylsilylacetylene, 0.32 g (2.5 mol %) of CuI and 0.48 g (1 mol %) of (φ3P)2PdCl2. The reaction mixture was stirred under ni... Reactants: CC1(OCCO1)CCCCN1N=CC(=C1)N (1-[4-(2-methyl-[1,3]dioxolan-2-yl)-butyl]-1H-pyrazol-4-ylamine), FC(C1=C(C=CC=C1)/C=C/C(=O)O)(F)F ((E)-3-(2-trifluoromethyl-phenyl)-acrylic acid). Yields the product O=C(CCCCN1N=CC(=C1)NC(\C=C\C1=C(C=CC=C1)C(F)(F)F)=O)C ((E)-N-[1-(5-Oxo-hexyl)-1H-pyrazol-4-yl]-3-(2-trifluoromethyl-phenyl)-acrylamide). As a reaction SMILES: [CH3:1][C:2]1([CH2:7][CH2:8][CH2:9][CH2:10][N:11]2[CH:15]=[C:14]([NH2:16])[CH:13]=[N:12]2)[O:6]CCO1.[F:17][C:18]([F:31])([F:30])[C:19]1[CH:24]=[CH:23][CH:22]=[CH:21][C:20]=1/[CH:25]=[CH:26]/[C:27](O)=[O:28]>>[O:6]=[C:2]([CH3:1])[CH2:7][CH2:8][CH2:9][CH2:10][N:11]1[CH:15]=[C:14]([NH:16][C:27](=[O:28])/[CH:26]=[CH:25]/[C:20]2[CH:21]=[CH:22][CH:23]=[CH:24][C:19]=2[C:18]([F:30])([F:31])[F:17])[CH:13]=[N:12]1. Procedure: Following general procedure B followed by either C or D, starting from 1-[4-(2-methyl-[1,3]dioxolan-2-yl)-butyl]-1H-pyrazol-4-ylamine and (E)-3-(2-trifluoromethyl-phenyl)-acrylic acid. Starting materials: O=C(OC(Cl)(Cl)Cl)Cl (diphosgene), C(C=C)OC([C@@H](N)[C@@H](C)CC)=O (isoleucine allyl ester), C (charcoal). Run in O1CCOCC1 (dioxane). Yields the product [N-]=C=O.C(C=C)OC([C@@H](N)[C@@H](C)CC)=O (isoleucine allyl ester isocyanate). As a reaction SMILES: O=C(Cl)[O:3][C:4](Cl)(Cl)Cl.[CH2:9]([O:12][C:13](=[O:20])[C@H:14]([C@H:16]([CH2:18][CH3:19])[CH3:17])[NH2:15])[CH:10]=[CH2:11].C>O1CCOCC1>[N-:15]=[C:4]=[O:3].[CH2:9]([O:12][C:13](=[O:20])[C@H:14]([C@H:16]([CH2:18][CH3:19])[CH3:17])[NH2:15])[CH:10]=[CH2:11] |f:4.5|. Procedure: 0.35 mol diphosgene is added dropwise over 1 hour to a mixture of 0.28 mol of isoleucine allyl ester, prepared as described by H. Waldmann and H. Kunz in Liebigs Ann. Chem., 1983, 1712-1725, and 0.4 g activated charcoal in 400 mL dioxane under N2. The reaction mixture is then heated and stirred at reflux for 21/2 hours. The reaction mixture is then cooled, filtered, and concentrated to dryness by rotary evaporator, keeping exposure to moisture to a minimum. The crude product is re-dissolved in 1... Starting materials: Cc1cc(N2CCC(CN3CCCC3C)C2)ccc1N, ClCCl, Cc1ccc(F)cc1C(=O)Cl, NCCNCCN, c1ccncc1. Yields the product Cc1cc(N2CCC(CN3CCCC3C)C2)ccc1NC(=O)c1cc(F)ccc1C. As a reaction SMILES: [CH3:1][c:2]1[c:3]([NH2:20])[cH:4][cH:5][c:6]([N:8]2[CH2:9][CH:10]([CH2:13][N:14]3[CH:15]([CH3:19])[CH2:16][CH2:17][CH2:18]3)[CH2:11][CH2:12]2)[cH:7]1.[Cl:39][CH2:40][Cl:41].[F:21][c:22]1[cH:23][cH:24][c:25]([CH3:31])[c:26]([C:27](=[O:28])[Cl:29])[cH:30]1.[NH2:32][CH2:33][CH2:34][NH:35][CH2:36][CH2:37][NH2:38].[cH:42]1[cH:43][cH:44][n:45][cH:46][cH:47]1>>[CH3:1][c:2]1[c:3]([NH:20][C:27]([c:26]2[c:25]([CH3:31])[cH:24][cH:23][c:22]([F:21])[cH:30]2)=[O:28])[cH:4][cH:5][c:6]([N:8]2[CH2:9][CH:10]([CH2:13][N:14]3[CH:15]([CH3:19])[CH2:16][CH2:17][CH2:18]3)[CH2:11][CH2:12]2)[cH:7]1. Starting materials: [Cl-].[Ca+2].[Cl-] (calcium chloride), P(=O)([O-])([O-])O.[Na+].[Na+] (disodium phosphate), [OH-].[Li+] (lithium hydroxide). The product is [OH-].[O-]P(=O)([O-])[O-].[O-]P(=O)([O-])[O-].[O-]P(=O)([O-])[O-].[Ca+2].[Ca+2].[Ca+2].[Ca+2].[Ca+2] (hydroxylapatite). As a reaction SMILES: [Cl-].[Ca+2:2].[Cl-].[P:4]([OH:8])([O-:7])([O-:6])=[O:5].[Na+].[Na+].[OH-].[Li+]>>[OH-:5].[O-:6][P:4]([O-:8])([O-:7])=[O:5].[O-:6][P:4]([O-:8])([O-:7])=[O:5].[O-:6][P:4]([O-:8])([O-:7])=[O:5].[Ca+2:2].[Ca+2:2].[Ca+2:2].[Ca+2:2].[Ca+2:2] |f:0.1.2,3.4.5,6.7,8.9.10.11.12.13.14.15.16|. Reported procedure: Reaction was carried out under the same conditions as in Example 2 except that concentration of an aqueous calcium chloride solution and that of an aqueous disodium phosphate solution were changed to 1 mol/l and that of an aqueous lithium hydroxide solution was changed to 2 mol/l, thereby to obtain hydroxylapatite in the form of hexagonal prismatic crystal [referred to as "hydroxylapatite (E)"].